From a dataset of the Open Reaction Database (ORD), a public repository of structured organic reaction records. describe an organic reaction: reactants, conditions, products, and yield Reactants: Cc1ccnc(C(O)c2cc(C)c(C)o2)c1, ClC(Cl)Cl. Yields the product Cc1ccnc(C(=O)c2cc(C)c(C)o2)c1. RXN SMILES: [CH3:1][c:2]1[cH:3][c:4]([CH:8]([OH:9])[c:10]2[n:11][cH:12][cH:13][c:14]([CH3:16])[cH:15]2)[o:5][c:6]1[CH3:7].[CH:17]([Cl:18])([Cl:19])[Cl:20]>>[CH3:1][c:2]1[cH:3][c:4]([C:8](=[O:9])[c:10]2[n:11][cH:12][cH:13][c:14]([CH3:16])[cH:15]2)[o:5][c:6]1[CH3:7]. Procedure details: To the crude 2-acetoxymethyl-4-cyclopropylmethoxy pyridine, NaOH (100 ml 2 M) was added and the mixture was refluxed for 2 hours. The mixture was extracted with methylene chloride, and the phases were separated. The organic layer was dried with Na2SO4, filtered and the solvent was evaporated off, yielding 2.7 g of crude title compound. NMR data is given below. The crude product was used without any further purification. The product is C1(CC1)COC1=CC(=NC=C1)CO (4-cyclopropylmethoxy-2-hydroxymethylpyridine). RXN SMILES: C([O:4][CH2:5][C:6]1[CH:11]=[C:10]([O:12][CH2:13][CH:14]2[CH2:16][CH2:15]2)[CH:9]=[CH:8][N:7]=1)(=O)C>[OH-].[Na+]>[CH:14]1([CH2:13][O:12][C:10]2[CH:9]=[CH:8][N:7]=[C:6]([CH2:5][OH:4])[CH:11]=2)[CH2:15][CH2:16]1 |f:1.2|. Solvent: [OH-].[Na+] (NaOH). Reactants: C(C)(=O)OCC1=NC=CC(=C1)OCC1CC1 (2-acetoxymethyl-4-cyclopropylmethoxy pyridine). Starting materials: ClC1=C(C=CC=C1)C1=C2CNC(N(C2=CC(=C1)C=O)C1=C(C=CC=C1Cl)Cl)=O (5-(2-chlorophenyl)-1-(2,6-dichlorophenyl)-2-oxo-1,2,3,4-tetrahydroquinazoline-7-carbaldehyde), C(C)(C)N1C(CNCC1)C (1-isopropyl-2-methylpiperazine). Yields the product ClC1=C(C=CC=C1)C1=C2CNC(N(C2=CC(=C1)CN1CC(NCC1)C)C1=C(C=CC=C1Cl)Cl)=O (5-(2-chlorophenyl)-1-(2,6-dichlorophenyl)-7-[(3-methylpiperazin-1-yl)methyl]-3,4-dihydroquinazolin-2(1H)-one). Reaction SMILES: [Cl:1][C:2]1[CH:7]=[CH:6][CH:5]=[CH:4][C:3]=1[C:8]1[CH:17]=[C:16]([CH:18]=O)[CH:15]=[C:14]2[C:9]=1[CH2:10][NH:11][C:12](=[O:28])[N:13]2[C:20]1[C:25]([Cl:26])=[CH:24][CH:23]=[CH:22][C:21]=1[Cl:27].C([N:32]1[CH2:37][CH2:36][NH:35][CH2:34][CH:33]1[CH3:38])(C)C>>[Cl:1][C:2]1[CH:7]=[CH:6][CH:5]=[CH:4][C:3]=1[C:8]1[CH:17]=[C:16]([CH2:18][N:35]2[CH2:36][CH2:37][NH:32][CH:33]([CH3:38])[CH2:34]2)[CH:15]=[C:14]2[C:9]=1[CH2:10][NH:11][C:12](=[O:28])[N:13]2[C:20]1[C:25]([Cl:26])=[CH:24][CH:23]=[CH:22][C:21]=1[Cl:27]. Procedure details: The title compound was prepared from 5-(2-chlorophenyl)-1-(2,6-dichlorophenyl)-2-oxo-1,2,3,4-tetrahydroquinazoline-7-carbaldehyde (INTERMEDIATE AAA 1) and 1-isopropyl-2-methylpiperazine as described in EXAMPLE AAA1, STEP A. 1H NMR (CDCl3, 500 MHz): δ 0.90 (brs, 3H), 0.93 (brs, 3H), 0.98 (brs, 3H), 1.92 (brs, 1H), 2.16 (brs, 1H), 2.31 (brs, 1H), 2.57 (m, 2H), 2.67 (brs, 1H), 3.21 (brs, 1H), 3.40 (s, 2H), 4.22-4.485 (m, 2H), 5.05 (s, 1H), 6.17 (s, 1H), 6.85 (d, 1H, J=3.7 Hz), 7.30-7.60 (m, 7H). MS... The reactants are ClC=1C(=NC=NC1Cl)N (5,6-dichloropyrimidin-4-amine), NCC1CCN(CC1)C(=O)OC(C)(C)C (tert-butyl 4-(aminomethyl)piperidine-1-carboxylate), FC(C=1C=C(OC2=CC=C(C=C2)B(O)O)C=CC1)(F)F ((4-(3-(trifluoromethyl)phenoxy)phenyl)boronic acid), C(C=C)(=O)Cl (acryloyl chloride). Product: NC1=C(C(=NC=N1)NCC1CCN(CC1)C(C=C)=O)C1=CC=C(C=C1)OC1=CC(=CC=C1)C(F)(F)F (1-(4-(((6-amino-5-(4-(3-(trifluoromethyl)phenoxy)phenyl)pyrimidin-4-yl)amino)methyl)piperidin-1-yl)prop-2-en-1-one). RXN SMILES: Cl[C:2]1[C:3]([NH2:9])=[N:4][CH:5]=[N:6][C:7]=1Cl.[NH2:10][CH2:11][CH:12]1[CH2:17][CH2:16][N:15]([C:18]([O:20]C(C)(C)C)=O)[CH2:14][CH2:13]1.[F:25][C:26]([F:44])([F:43])[C:27]1[CH:28]=[C:29]([CH:40]=[CH:41][CH:42]=1)[O:30][C:31]1[CH:36]=[CH:35][C:34](B(O)O)=[CH:33][CH:32]=1.[C:45](Cl)(=O)[CH:46]=C>>[NH2:9][C:3]1[N:4]=[CH:5][N:6]=[C:7]([NH:10][CH2:11][CH:12]2[CH2:13][CH2:14][N:15]([C:18](=[O:20])[CH:45]=[CH2:46])[CH2:16][CH2:17]2)[C:2]=1[C:34]1[CH:35]=[CH:36][C:31]([O:30][C:29]2[CH:40]=[CH:41][CH:42]=[C:27]([C:26]([F:44])([F:43])[F:25])[CH:28]=2)=[CH:32][CH:33]=1. Reported procedure: 1-(4-(((6-amino-5-(4-(3-(trifluoromethyl)phenoxy)phenyl)pyrimidin-4-yl)amino)methyl)piperidin-1-yl)prop-2-en-1-one was prepared from 5,6-dichloropyrimidin-4-amine, tert-butyl 4-(aminomethyl)piperidine-1-carboxylate, (4-(3-(trifluoromethyl)phenoxy)phenyl)boronic acid, and acryloyl chloride in four steps according to general scheme 2, using methods I, C, D and G. MS: m/z=498 [M+H]+. 1H-NMR (400 MHz, DMSO-d6) δ 8.36 (s, 1H), 7.68 (t, 1H), 7.55 (d, 1H), 7.50-7.39 (m, 2H), 7.29 (dd, 4H), 7.08 (bs, 1H... Reactants: C[C@@]12[C@H](CC[C@H]1[C@@H]1CC[C@H]3CC=CC[C@]3(C)[C@H]1C(C2)=O)C(=O)O (5α-androst-2-en-11-one 17β-carboxylic acid), C(C(=O)Cl)(=O)Cl (oxalyl chloride). Solvent: C1=CC=CC=C1 (benzene). Product: ClC(=O)[C@@H]1[C@]2(C)[C@@H](CC1)[C@@H]1CC[C@H]3CC=CC[C@]3(C)[C@H]1C(C2)=O (17β-chlorocarbonyl-5α-androst-2-en-11-one). As a reaction SMILES: [CH3:1][C@:2]12[CH2:19][C:18](=[O:20])[C@H:17]3[C@@H:7]([CH2:8][CH2:9][C@@H:10]4[C@:15]3([CH3:16])[CH2:14][CH:13]=[CH:12][CH2:11]4)[C@@H:6]1[CH2:5][CH2:4][C@@H:3]2[C:21]([OH:23])=O.C(Cl)(=O)C([Cl:27])=O>C1C=CC=CC=1>[Cl:27][C:21]([C@H:3]1[CH2:4][CH2:5][C@H:6]2[C@H:7]3[C@H:17]([C:18](=[O:20])[CH2:19][C@:2]12[CH3:1])[C@:15]1([CH3:16])[C@H:10]([CH2:11][CH:12]=[CH:13][CH2:14]1)[CH2:9][CH2:8]3)=[O:23]. Reported procedure: A solution of 5α-androst-2-en-11-one 17β-carboxylic acid (6.3g.) in dry benzene (200 ml.) and oxalyl chloride (15.75 ml.) was refluxed for 1.5 hr. The mixture was evaporated to give 17β-chlorocarbonyl-5α-androst-2-en-11-one as a gum which shaken with 880 ammonia (100 ml.), benzene (32 ml.) and water (32 ml.) After 1 hr. the mixture was extracted with ether. The ethereal solution was washed (H2O), dried and evaporated to give a froth. Crystallisation from chloroform/petrol afforded the title comp... Reactants: C(C)(=O)O[BH-](OC(C)=O)OC(C)=O.[Na+] (Sodium triacetoxyborohydride), CC1=NC2=C(N1C=1N=C(C3=C(N1)SC(=N3)C=O)N3CCOCC3)C=CC=C2 (5-(2-methylbenzoimidazol-1-yl)-7-morpholin-4-yl-thiazolo[5,4-d]pyrimidine-2-carbaldehyde), N1CC(CCC1)C(C)(C)O (2-piperidin-3-yl-propan-2-ol), C(C)(=O)O (acetic acid). Run in ClCCCl (1,2-dichloroethane). Conditions: time 1 hour. Product: CC1=NC2=C(N1C=1N=C(C3=C(N1)SC(=N3)CN3CC(CCC3)C(C)(C)O)N3CCOCC3)C=CC=C2 (2-(1-((5-(2-methyl-1H-benzo[d]imidazol-1-yl)-7-morpholinothiazolo[5,4-d]pyrimidin-2-yl)methyl)piperidin-3-yl)propan-2-ol). As a reaction SMILES: [CH3:1][C:2]1[N:6]([C:7]2[N:8]=[C:9]([N:18]3[CH2:23][CH2:22][O:21][CH2:20][CH2:19]3)[C:10]3[N:15]=[C:14]([CH:16]=O)[S:13][C:11]=3[N:12]=2)[C:5]2[CH:24]=[CH:25][CH:26]=[CH:27][C:4]=2[N:3]=1.[NH:28]1[CH2:33][CH2:32][CH2:31][CH:30]([C:34]([OH:37])([CH3:36])[CH3:35])[CH2:29]1.C(O)(=O)C.C(O[BH-](OC(=O)C)OC(=O)C)(=O)C.[Na+]>ClCCCl>[CH3:1][C:2]1[N:6]([C:7]2[N:8]=[C:9]([N:18]3[CH2:19][CH2:20][O:21][CH2:22][CH2:23]3)[C:10]3[N:15]=[C:14]([CH2:16][N:28]4[CH2:33][CH2:32][CH2:31][CH:30]([C:34]([OH:37])([CH3:36])[CH3:35])[CH2:29]4)[S:13][C:11]=3[N:12]=2)[C:5]2[CH:24]=[CH:25][CH:26]=[CH:27][C:4]=2[N:3]=1 |f:3.4|. Procedure: A mixture of 5-(2-methylbenzoimidazol-1-yl)-7-morpholin-4-yl-thiazolo[5,4-d]pyrimidine-2-carbaldehyde (78 mg, 0.2 mmol), 2-piperidin-3-yl-propan-2-ol (43 mg, 0.3 mmol) trimethyl orthoformate (0.109 mL, 1.0 mmol) and glacial acetic acid (0.017 mL, 0.3 mmol) in 1,2-dichloroethane (2 mL) was stirred at RT under nitrogen atmosphere for 1 h. Sodium triacetoxyborohydride (85 mg, 0.4 mmol) was added and the resulting reaction mixture was stirred at RT for 16 h. The solvent was reduced in vacuo and the ... Starting materials: O (Water), C(C1=CC=CC=C1)C=1C(=NC=C(C1)CCC(=O)OCC)OC (3-benzyl-5-(2-ethoxycarbonylethyl)-2-methoxypyridine), ClCCCl (1,2-dichloroethane), B(Br)(Br)Br (boron tribromide). The solvent is ClCCl (dichloromethane). Product: C(C1=CC=CC=C1)C=1C(=NC=C(C1)CCC(=O)OCC)O (3-Benzyl-5-(2-ethoxycarbonylethyl)-2-hydroxypyridine). The yield is 37.6%. As a reaction SMILES: [CH2:1]([C:8]1[C:9]([O:21]C)=[N:10][CH:11]=[C:12]([CH2:14][CH2:15][C:16]([O:18][CH2:19][CH3:20])=[O:17])[CH:13]=1)[C:2]1[CH:7]=[CH:6][CH:5]=[CH:4][CH:3]=1.ClCCCl.B(Br)(Br)Br.O>ClCCl>[CH2:1]([C:8]1[C:9]([OH:21])=[N:10][CH:11]=[C:12]([CH2:14][CH2:15][C:16]([O:18][CH2:19][CH3:20])=[O:17])[CH:13]=1)[C:2]1[CH:3]=[CH:4][CH:5]=[CH:6][CH:7]=1. Procedure: A mixture of 240 mg of 3-benzyl-5-(2-ethoxycarbonylethyl)-2-methoxypyridine, 2.5 ml of 1,2-dichloroethane and a solution of 1.0 M boron tribromide in 0.39 ml of dichloromethane was stirred at 50° C. for 8 hours. Water and silica gel were added to the reaction solution, and the solvent was removed. The residue was subjected to silica gel column chromatography using 75% ethyl acetate/hexane, to give 86 mg of the target compound.